This data is from the Open Reaction Database (ORD), a public repository of structured organic reaction records. The task is: describe an organic reaction: reactants, conditions, products, and yield The reactants are CC1(C)CNc2cc(NC(=O)c3ccccc3[N+](=O)[O-])ccc21, CC=O, ClCCl. The product is CCN1CC(C)(C)c2ccc(NC(=O)c3ccccc3[N+](=O)[O-])cc21. RXN SMILES: [CH3:1][C:2]1([CH3:23])[CH2:3][NH:4][c:5]2[cH:6][c:7]([NH:11][C:12]([c:13]3[c:14]([N+:19](=[O:20])[O-:21])[cH:15][cH:16][cH:17][cH:18]3)=[O:22])[cH:8][cH:9][c:10]21.[CH:24]([CH3:25])=[O:26].[Cl:27][CH2:28][Cl:29]>>[CH3:1][C:2]1([CH3:23])[CH2:3][N:4]([CH2:24][CH3:25])[c:5]2[cH:6][c:7]([NH:11][C:12]([c:13]3[c:14]([N+:19](=[O:20])[O-:21])[cH:15][cH:16][cH:17][cH:18]3)=[O:22])[cH:8][cH:9][c:10]21. The reactants are ClC1=C(C=C(O)C=C1)O (4-Chlororesorcinol), CN(C)C=O (DMF), COC1=C(C=CC=C1)CC(=O)O (2-methoxyphenylacetic acid), P(Cl)(Cl)(Cl)(Cl)Cl (PCl5). The product is ClC=1C=C2C(C(=COC2=CC1O)C1=C(C=CC=C1)OC)=O (6-Chloro-7-hydroxy-3-(2-methoxy-phenyl)-chromen-4-one). Reaction SMILES: [Cl:1][C:2]1[CH:8]=[CH:7][C:5]([OH:6])=[CH:4][C:3]=1[OH:9].[CH3:10][O:11][C:12]1[CH:17]=[CH:16][CH:15]=[CH:14][C:13]=1[CH2:18][C:19]([OH:21])=O.P(Cl)(Cl)(Cl)(Cl)Cl.[CH3:28]N(C=O)C>>[Cl:1][C:2]1[CH:8]=[C:7]2[C:5](=[CH:4][C:3]=1[OH:9])[O:6][CH:28]=[C:18]([C:13]1[CH:14]=[CH:15][CH:16]=[CH:17][C:12]=1[O:11][CH3:10])[C:19]2=[O:21]. Procedure: This compounds was synthesised in the same manner as described above. 4-Chlororesorcinol (1.74 g, 12.0 mmol), 2-methoxyphenylacetic acid (2.0 g, 12.0 mmol), BF3Et2O (10 ml), PCl5 (3.76 g, 18.1 mmol), DMF (20 ml and 10 ml). The pale brown solid precipitate was taken directly onto the next stage without further purification.